This data is from the Open Reaction Database (ORD), a public repository of structured organic reaction records. The task is: describe an organic reaction: reactants, conditions, products, and yield The reactants are COC(=O)CBr, O=C([O-])O, CS(C)=O, CSc1nccc(CC(=O)c2cccc(C(F)(F)F)c2)n1, [H-], [Na+], [Na+], O. The product is COC(=O)CC(C(=O)c1cccc(C(F)(F)F)c1)c1ccnc(SC)n1. RXN SMILES: [Br:24][CH2:25][C:26](=[O:27])[O:28][CH3:29].[C:30](=[O:31])([OH:32])[O-:33].[CH3:35][S:36]([CH3:37])=[O:38].[CH3:3][S:4][c:5]1[n:6][cH:7][cH:8][c:9]([CH2:11][C:12](=[O:13])[c:14]2[cH:15][c:16]([C:20]([F:21])([F:22])[F:23])[cH:17][cH:18][cH:19]2)[n:10]1.[H-:1].[Na+:2].[Na+:34].[OH2:39]>>[CH3:3][S:4][c:5]1[n:6][cH:7][cH:8][c:9]([CH:11]([C:12](=[O:13])[c:14]2[cH:15][c:16]([C:20]([F:21])([F:22])[F:23])[cH:17][cH:18][cH:19]2)[CH2:25][C:26](=[O:27])[O:28][CH3:29])[n:10]1. Starting materials: CCOC1(C2CCN(C(=O)OC)CC2=O)OCCO1, CC(=O)O, CO, CCO, CCOC(C)=O, O=CO, [Cl-], [K+], [OH-], [NH3+]O. Product: COC(=O)N1CCC(C2(NO)OCCO2)C(=O)C1. RXN SMILES: [CH2:6]1[CH2:7][O:8][C:9]([O:10][CH2:11][CH3:12])([CH:13]2[C:14](=[O:23])[CH2:15][N:16]([C:19](=[O:20])[O:21][CH3:22])[CH2:17][CH2:18]2)[O:24]1.[CH3:25][C:26](=[O:27])[OH:28].[CH3:29][OH:30].[CH3:31][CH2:32][OH:33].[CH3:37][CH2:38][O:39][C:40](=[O:41])[CH3:42].[CH:34]([OH:35])=[O:36].[Cl-:3].[K+:2].[OH-:1].[OH:4][NH3+:5]>>[OH:1][NH:5][C:9]1([CH:13]2[C:14](=[O:23])[CH2:15][N:16]([C:19](=[O:20])[O:21][CH3:22])[CH2:17][CH2:18]2)[O:8][CH2:7][CH2:6][O:24]1. Reactants: CN1CCCC1c1cnccc1[Si](C)(C)c1ccccc1, CO, F, [K+], [K+], [K], O=C([O-])[O-], O, OO. Yields the product CN1CCCC1c1cnccc1O. Reaction SMILES: [CH3:1][Si:2]([c:3]1[c:4]([CH:9]2[N:10]([CH3:14])[CH2:11][CH2:12][CH2:13]2)[cH:5][n:6][cH:7][cH:8]1)([CH3:15])[c:16]1[cH:17][cH:18][cH:19][cH:20][cH:21]1.[CH3:33][OH:34].[FH:22].[K+:27].[K+:28].[K:23].[O-:29][C:30]([O-:31])=[O:32].[OH2:26].[OH:24][OH:25]>>[c:3]1([OH:29])[c:4]([CH:9]2[N:10]([CH3:14])[CH2:11][CH2:12][CH2:13]2)[cH:5][n:6][cH:7][cH:8]1. Reactants: Cl (hydrochloric acid), C(C)(C)(C)OC(=O)NCC(=O)N[C@@H]1C[C@H](N(C1)C(=O)OC(C)(C)C)C(=O)N1CCC(CC1)OC1=CC=C(C=C1)OCC1=CC=CC=C1 (1-[trans-4-(N-tert-butoxycarbonylglycylamino)-N-tert-butoxycarbonyl-L-Prolyl]-4-(4-benzyloxyphenoxy)piperidine). Solvent: O1CCOCC1 (1,4-dioxane), O1CCOCC1 (1,4-dioxane). Run at time 30 minute. Product: Cl.Cl.NCC(=O)N[C@@H]1C[C@H](NC1)C(=O)N1CCC(CC1)OC1=CC=C(C=C1)OCC1=CC=CC=C1 (1-(trans-4-Glycylamino-L-Prolyl)-4-(4-Benzyloxyphenoxy)piperidine Dihydrochloride). Reaction SMILES: [ClH:1].C(OC([NH:9][CH2:10][C:11]([NH:13][C@H:14]1[CH2:18][N:17](C(OC(C)(C)C)=O)[C@H:16]([C:26]([N:28]2[CH2:33][CH2:32][CH:31]([O:34][C:35]3[CH:40]=[CH:39][C:38]([O:41][CH2:42][C:43]4[CH:48]=[CH:47][CH:46]=[CH:45][CH:44]=4)=[CH:37][CH:36]=3)[CH2:30][CH2:29]2)=[O:27])[CH2:15]1)=[O:12])=O)(C)(C)C>O1CCOCC1>[ClH:1].[ClH:1].[NH2:9][CH2:10][C:11]([NH:13][C@H:14]1[CH2:18][NH:17][C@H:16]([C:26]([N:28]2[CH2:33][CH2:32][CH:31]([O:34][C:35]3[CH:36]=[CH:37][C:38]([O:41][CH2:42][C:43]4[CH:48]=[CH:47][CH:46]=[CH:45][CH:44]=4)=[CH:39][CH:40]=3)[CH2:30][CH2:29]2)=[O:27])[CH2:15]1)=[O:12] |f:3.4.5|. Reported procedure: A solution of 4 N hydrochloric acid in 1,4-dioxane (9 mL) was added to a solution of 1-[trans-4-(N-tert-butoxycarbonylglycylamino)-N-tert-butoxycarbonyl-L-Prolyl]-4-(4-benzyloxyphenoxy)piperidine (D, 330 mg) in 1,4-dioxane (9 mL) at room temperature. After stirring at room temperature for 30 min, the reaction mixture was concentrated in vacuo. The residue was washed with ether to give the titled compound (186 mg) as a white powder: 1H NMR (400 MHz, D2O) δ 1.58 (br s, 2H), 1.83 (br s, 2H), 2.25 (... Reactants: CCOC(=O)c1ccc(-c2ccnc(C)c2)cc1, CO, Cl, [Na+], [OH-], O. Yields the product Cc1cc(-c2ccc(C(=O)O)cc2)ccn1. RXN SMILES: [CH3:1][c:2]1[n:3][cH:4][cH:5][c:6](-[c:8]2[cH:9][cH:10][c:11]([C:12](=[O:13])[O:14][CH2:15][CH3:16])[cH:17][cH:18]2)[cH:7]1.[CH3:23][OH:24].[ClH:22].[Na+:20].[OH-:19].[OH2:21]>>[CH3:1][c:2]1[n:3][cH:4][cH:5][c:6](-[c:8]2[cH:9][cH:10][c:11]([C:12](=[O:13])[OH:14])[cH:17][cH:18]2)[cH:7]1. Reactants: C(C)OC(=O)C=1SC(=C(C1CBr)C(=O)OCC)NC(C)=O (2,4-diethoxycarbonyl-3-bromomethyl-5-acetylaminothiophene), C1(=CC=CC=C1)P(C1=CC=CC=C1)C1=CC=CC=C1 (triphenylphosphine). Run in C1(=CC=CC=C1)C (toluene). Product: [Br-].C(C)OC(=O)C1=C(C(=C(S1)NC(C)=O)C(=O)OCC)C[P+](C1=CC=CC=C1)(C1=CC=CC=C1)C1=CC=CC=C1 ((2,4-diethoxycarbonyl-5-acetylamino-3-thenyl)triphenyl phosphonium bromide). Reaction SMILES: [CH2:1]([O:3][C:4]([C:6]1[S:7][C:8]([NH:18][C:19](=[O:21])[CH3:20])=[C:9]([C:13]([O:15][CH2:16][CH3:17])=[O:14])[C:10]=1[CH2:11][Br:12])=[O:5])[CH3:2].[C:22]1([P:28]([C:35]2[CH:40]=[CH:39][CH:38]=[CH:37][CH:36]=2)[C:29]2[CH:34]=[CH:33][CH:32]=[CH:31][CH:30]=2)[CH:27]=[CH:26][CH:25]=[CH:24][CH:23]=1>C1(C)C=CC=CC=1>[Br-:12].[CH2:1]([O:3][C:4]([C:6]1[S:7][C:8]([NH:18][C:19](=[O:21])[CH3:20])=[C:9]([C:13]([O:15][CH2:16][CH3:17])=[O:14])[C:10]=1[CH2:11][P+:28]([C:29]1[CH:30]=[CH:31][CH:32]=[CH:33][CH:34]=1)([C:35]1[CH:40]=[CH:39][CH:38]=[CH:37][CH:36]=1)[C:22]1[CH:23]=[CH:24][CH:25]=[CH:26][CH:27]=1)=[O:5])[CH3:2] |f:3.4|. Procedure: 22.2 G of crude 2,4-diethoxycarbonyl-3-bromomethyl-5-acetylaminothiophene, 19.7 g. (75 mmol) of triphenylphosphine and 700 ml. of toluene were refluxed for 3 hrs. The resulting precipitate was filtered from the hot solution and washed well with toluene to yield (2,4-diethoxycarbonyl-5-acetylamino-3-thenyl)triphenyl phosphonium bromide, m.p. 186°-195° C. The NMR-spectrum showed that the material contained 11% of succinimide. Reactants: ClC1=CC2=C(NC(CN=C2C2=C(C=CC=C2)Cl)=S)S1 (7-chloro-5-(o-chlorophenyl)-1,3-dihydro-2H-thieno[2,3-e]-1,4-diazepine-2-thione), C(C(=O)NN)(=O)N (oxalic acid amide hydrazide). Solvent: CO (methanol). Product: ClC1=CC=2C(=NCC=3N(C2S1)C(=NN3)C(=O)N)C3=C(C=CC=C3)Cl (2-chloro-4-(o-chlorophenyl)-6H-thieno[3,2-f]-s-triazolo[4,3-a][1,4]diazepine-9-carboxylic acid amide). Reaction SMILES: [Cl:1][C:2]1[S:19][C:5]2[NH:6][C:7](=S)[CH2:8][N:9]=[C:10]([C:11]3[CH:16]=[CH:15][CH:14]=[CH:13][C:12]=3[Cl:17])[C:4]=2[CH:3]=1.[C:20]([NH2:26])(=[O:25])[C:21]([NH:23][NH2:24])=O>CO>[Cl:1][C:2]1[S:19][C:5]2[N:6]3[C:21]([C:20]([NH2:26])=[O:25])=[N:23][N:24]=[C:7]3[CH2:8][N:9]=[C:10]([C:11]3[CH:16]=[CH:15][CH:14]=[CH:13][C:12]=3[Cl:17])[C:4]=2[CH:3]=1. Reported procedure: 0.8 g of 7-chloro-5-(o-chlorophenyl)-1,3-dihydro-2H-thieno[2,3-e]-1,4-diazepine-2-thione are refluxed in 40 ml of absolute methanol with 1.5 g of oxalic acid amide hydrazide for 1.5 hours. The solution is concentrated to 10 ml and left to crystallize in a refrigerator. The filtered and dried 7-chloro-5-(o-chlorophenyl)-2-(2-oxalylamidohydrazino)-3H-thieno[2,3-e]-1,4-diazepine is refluxed in 100 ml of absolute xylene for 3 hours. The organic phase is evaporated and the residue recrystallized from...